This data is from the Open Reaction Database (ORD), a public repository of structured organic reaction records. The task is: describe an organic reaction: reactants, conditions, products, and yield The reactants are BrC1=CC=C(C=C1)C=1C(=CC(=CC1)N(C)C)C(=O)O (4′-bromo-4-(dimethylamino)biphenyl-2-carboxylic acid). Run in C1CCOC1 (THF), CCOC(=O)C (EtOAc). Product: BrC1=CC=C(C=C1)C1=C(C=C(C=C1)N(C)C)CO ((4′-bromo-4-(dimethylamino)biphenyl-2-yl)methanol). Yield: 97.4%. As a reaction SMILES: [Br:1][C:2]1[CH:7]=[CH:6][C:5]([C:8]2[C:9]([C:17](O)=[O:18])=[CH:10][C:11]([N:14]([CH3:16])[CH3:15])=[CH:12][CH:13]=2)=[CH:4][CH:3]=1>C1COCC1.CCOC(C)=O>[Br:1][C:2]1[CH:7]=[CH:6][C:5]([C:8]2[CH:13]=[CH:12][C:11]([N:14]([CH3:15])[CH3:16])=[CH:10][C:9]=2[CH2:17][OH:18])=[CH:4][CH:3]=1. Procedure: 4′-bromo-4-(dimethylamino)biphenyl-2-carboxylic acid (1.34 g, 4.19 mmol) in THF (40 mL) was cooled to 0° C. Borane tetrahydrofuran complex (8.37 mL, 8.37 mmol) was added dropwise over 15 min. and allowed to warm up to r.t. overnight. The reaction was diluted with EtOAc and washed with water, saturated ammonium chloride, and then brine. The organic layer was dried over MgSO4, filtered and evaporated to give (4′-bromo-4-(dimethylamino)biphenyl-2-yl)methanol (1.25 g, 4.08 mmol, 98% yield) as a whit... Starting materials: ClP(c1ccccc1)c1ccccc1, C1CCOC1, O, [Zn]. The product is c1ccc(Pc2ccccc2)cc1. As a reaction SMILES: [Cl:1][P:2]([c:3]1[cH:4][cH:5][cH:6][cH:7][cH:8]1)[c:9]1[cH:10][cH:11][cH:12][cH:13][cH:14]1.[O:16]1[CH2:17][CH2:18][CH2:19][CH2:20]1.[OH2:15].[Zn:21]>>[PH:2]([c:3]1[cH:4][cH:5][cH:6][cH:7][cH:8]1)[c:9]1[cH:10][cH:11][cH:12][cH:13][cH:14]1. Starting materials: C[SiH](Cl)Cl (CH3SiHCl2), C(C=C)OC(C=C)=O (allylacrylate), C[SiH](Cl)Cl (methyldichlorosilane), crude product. Reagents/catalysts: C1=CC=CC=2SC3=CC=CC=C3NC12 (phenothiazine), C1(=CC=CC=C1)P(C1=CC=CC=C1)C1=CC=CC=C1 (triphenyl phosphine), catalyst, C1=CC=CC=2SC3=CC=CC=C3NC12 (phenothiazine). Reaction conditions: temperature 65 celsius. The product is C(C=C)(=O)OCCC[Si](Cl)(Cl)C (Acryloxypropylmethyldichlorosilane). The yield is 68.3%. Reaction SMILES: [CH2:1]([O:4][C:5](=[O:8])[CH:6]=[CH2:7])[CH:2]=[CH2:3].[CH3:9][SiH:10]([Cl:12])[Cl:11]>C1C2NC3C(=CC=CC=3)SC=2C=CC=1.C1(P(C2C=CC=CC=2)C2C=CC=CC=2)C=CC=CC=1>[C:5]([O:4][CH2:1][CH2:2][CH2:3][Si:10]([CH3:9])([Cl:12])[Cl:11])(=[O:8])[CH:6]=[CH2:7]. Procedure: To a three-necked flask equipped as in Example 1 there was added 260 grams allylacrylate (2.32 moles), 0.5 grams catalyst prepared in accordance with U.S. Pat. No. 3,814,730 (2.6 weight percent Pt) and 1.04 grams phenothiazine. The mixture was heated with stirring to 65° C. and, using the vent of the condenser, purged with nitrogen. The heat source was then turned off and 237 grams (2.32 moles) CH3SiHCl2 was added dropwise, the temperature of the reaction mass being maintained at about 70° C. Up... The reactants are CON(C)C(=O)Cc1cccc(Cl)c1, [K+], C1CCOC1, O, O=S(=O)([O-])O. The product is O=CCc1cccc(Cl)c1. Reaction SMILES: [Cl:1][c:2]1[cH:3][c:4]([CH2:8][C:9](=[O:10])[N:11]([O:12][CH3:13])[CH3:14])[cH:5][cH:6][cH:7]1.[K+:20].[O:21]1[CH2:22][CH2:23][CH2:24][CH2:25]1.[OH2:26].[S:15](=[O:16])(=[O:17])([OH:18])[O-:19]>>[Cl:1][c:2]1[cH:3][c:4]([CH2:8][CH:9]=[O:10])[cH:5][cH:6][cH:7]1. Starting materials: CC(C)C(=O)Cl, CCN(C(C)C)C(C)C, ClCCl, CN1CCN(CCCN(C(=O)Nc2ccc(F)c(Cl)c2)C2CCc3ccc(N)cc3C2)CC1. The product is CC(C)C(=O)Nc1ccc2c(c1)CC(N(CCCN1CCN(C)CC1)C(=O)Nc1ccc(F)c(Cl)c1)CC2. RXN SMILES: [C:34]([CH:35]([CH3:36])[CH3:37])(=[O:38])[Cl:39].[CH:40]([N:41]([CH2:42][CH3:43])[CH:44]([CH3:45])[CH3:46])([CH3:47])[CH3:48].[Cl:49][CH2:50][Cl:51].[NH2:1][c:2]1[cH:3][cH:4][c:5]2[c:10]([cH:11]1)[CH2:9][CH:8]([N:12]([C:13](=[O:14])[NH:15][c:16]1[cH:17][c:18]([Cl:23])[c:19]([F:22])[cH:20][cH:21]1)[CH2:24][CH2:25][CH2:26][N:27]1[CH2:28][CH2:29][N:30]([CH3:33])[CH2:31][CH2:32]1)[CH2:7][CH2:6]2>>[NH:1]([c:2]1[cH:3][cH:4][c:5]2[c:10]([cH:11]1)[CH2:9][CH:8]([N:12]([C:13](=[O:14])[NH:15][c:16]1[cH:17][c:18]([Cl:23])[c:19]([F:22])[cH:20][cH:21]1)[CH2:24][CH2:25][CH2:26][N:27]1[CH2:28][CH2:29][N:30]([CH3:33])[CH2:31][CH2:32]1)[CH2:7][CH2:6]2)[C:34]([CH:35]([CH3:36])[CH3:37])=[O:38].